This data is from the Open Reaction Database (ORD), a public repository of structured organic reaction records. The task is: describe an organic reaction: reactants, conditions, products, and yield Starting materials: CCOC(OCC)OCC, COc1ccc2c(c1)C(=O)C(C)C2, CCO, [Na+], [OH-]. The product is CCOC1=C(C)Cc2ccc(OC)cc21. Reaction SMILES: [CH2:14]([CH3:15])[O:16][CH:17]([O:18][CH2:19][CH3:20])[O:21][CH2:22][CH3:23].[CH3:1][O:2][c:3]1[cH:4][cH:5][c:6]2[c:10]([cH:11]1)[C:9](=[O:12])[CH:8]([CH3:13])[CH2:7]2.[CH3:26][CH2:27][OH:28].[Na+:25].[OH-:24]>>[CH3:1][O:2][c:3]1[cH:4][cH:5][c:6]2[c:10]([cH:11]1)[C:9]([O:12][CH2:14][CH3:15])=[C:8]([CH3:13])[CH2:7]2. Reactants: CC(=O)O, CC(C)(C)OC(=O)N1CC=C(c2ccc3c(N)ncnn23)CCC1, O=[Pt]=O. Yields the product CC(C)(C)OC(=O)N1CCCC(c2ccc3c(N)ncnn23)CC1. Reaction SMILES: [CH3:25][C:26](=[O:27])[OH:28].[NH2:1][c:2]1[n:3][cH:4][n:5][n:6]2[c:7]1[cH:8][cH:9][c:10]2[C:11]1=[CH:17][CH2:16][N:15]([C:18](=[O:19])[O:20][C:21]([CH3:22])([CH3:23])[CH3:24])[CH2:14][CH2:13][CH2:12]1.[Pt:29](=[O:30])=[O:31]>>[NH2:1][c:2]1[n:3][cH:4][n:5][n:6]2[c:7]1[cH:8][cH:9][c:10]2[CH:11]1[CH2:12][CH2:13][CH2:14][N:15]([C:18](=[O:19])[O:20][C:21]([CH3:22])([CH3:23])[CH3:24])[CH2:16][CH2:17]1. Reactants: Cl, CC(=O)Nc1cn2nc(-c3cccc(N)c3)ccc2n1, CN(C)C=O, c1ccncc1, O=S(=O)(Cl)c1cccc2cnccc12. Yields the product CC(=O)Nc1cn2nc(-c3cccc(NS(=O)(=O)c4cccc5cnccc45)c3)ccc2n1. RXN SMILES: [ClH:27].[NH2:1][c:2]1[cH:3][c:4](-[c:8]2[cH:9][cH:10][c:11]3[n:12]([n:13]2)[cH:14][c:15]([NH:17][C:18]([CH3:19])=[O:20])[n:16]3)[cH:5][cH:6][cH:7]1.[O:42]=[CH:43][N:44]([CH3:45])[CH3:46].[cH:21]1[cH:22][cH:23][n:24][cH:25][cH:26]1.[cH:28]1[n:29][cH:30][cH:31][c:32]2[c:33]([S:38](=[O:39])(=[O:40])[Cl:41])[cH:34][cH:35][cH:36][c:37]12>>[NH:1]([c:2]1[cH:3][c:4](-[c:8]2[cH:9][cH:10][c:11]3[n:12]([n:13]2)[cH:14][c:15]([NH:17][C:18]([CH3:19])=[O:20])[n:16]3)[cH:5][cH:6][cH:7]1)[S:38]([c:33]1[c:32]2[cH:31][cH:30][n:29][cH:28][c:37]2[cH:36][cH:35][cH:34]1)(=[O:39])=[O:40]. The reactants are C(=O)(OCC)COC1=CC=C(C=C1)C=1CCC(NN1)=O (6-(4-carbethoxymethoxyphenyl)-4,5-dihydro-3(2H)-pyridazinone), C(CN)N (ethylenediamine). Conditions: temperature 60 celsius. The product is NCCNC(=O)COC1=CC=C(C=C1)C=1CCC(NN1)=O (6-[4-[2-aminoethylcarbamoylmethoxy]phenyl]-4,5-dihydro3(2H)-pyridazinone). Yield: 80.3%. As a reaction SMILES: [C:1]([CH2:6][O:7][C:8]1[CH:13]=[CH:12][C:11]([C:14]2[CH2:15][CH2:16][C:17](=[O:20])[NH:18][N:19]=2)=[CH:10][CH:9]=1)([O:3]CC)=O.[CH2:21]([NH2:24])[CH2:22][NH2:23]>>[NH2:23][CH2:22][CH2:21][NH:24][C:1]([CH2:6][O:7][C:8]1[CH:9]=[CH:10][C:11]([C:14]2[CH2:15][CH2:16][C:17](=[O:20])[NH:18][N:19]=2)=[CH:12][CH:13]=1)=[O:3]. Procedure details: A mixture of 2.85 g (10.3 mmol) of 6-(4-carbethoxymethoxyphenyl)-4,5-dihydro-3(2H)-pyridazinone (prepared as described in Example 13) and 9.3 g (155 mmol) of ethylenediamine is heated at 60° C. under N2 for 30 min. Volatile materials are removed in vacuo, and the residue is recrystallized from methanol-EtOAc to give 2.40 g of 6-[4-[2-aminoethylcarbamoylmethoxy]phenyl]-4,5-dihydro3(2H)-pyridazinone as a white solid, m.p. 176°-177.5° C. Yield, 80%. Reactants: OC1=CC=C(C=C1)SC1=C(C=CC=C1)CC(=O)OC (methyl 2-(4-hydroxyphenylsulfanyl)phenylacetate), ClCC1=NC2=CC=CC=C2C=C1 (2-chloromethylquinoline), C([O-])([O-])=O.[K+].[K+] (potassium carbonate), [I-].[K+] (potassium iodide), CH2(COO), C24H19NO3S, [OH-].[K+] (potassium hydroxide), ester, N1=CC=CC2=CC=CC=C12 (quinoline). Run in CC(CC)=O (butan-2-one), C(C)O (ethanol), O (water). Reaction conditions: temperature 5 celsius, time 8 hour. The product is N1=C(C=CC2=CC=CC=C12)COC1=CC=C(C=C1)SC1=C(C=CC=C1)CC(=O)O (2-(4-(Quinoline-2-ylmethoxy)phenylsulfanyl)phenylacetic Acid). Reaction SMILES: [OH:1][C:2]1[CH:7]=[CH:6][C:5]([S:8][C:9]2[CH:14]=[CH:13][CH:12]=[CH:11][C:10]=2[CH2:15][C:16]([O:18]C)=[O:17])=[CH:4][CH:3]=1.Cl[CH2:21][C:22]1[CH:31]=[CH:30][C:29]2[C:24](=[CH:25][CH:26]=[CH:27][CH:28]=2)[N:23]=1.C(=O)([O-])[O-].[K+].[K+].[I-].[K+].[OH-].[K+].N1C2C(=CC=CC=2)C=CC=1>C(O)C.O.CC(=O)CC>[N:23]1[C:24]2[C:29](=[CH:28][CH:27]=[CH:26][CH:25]=2)[CH:30]=[CH:31][C:22]=1[CH2:21][O:1][C:2]1[CH:3]=[CH:4][C:5]([S:8][C:9]2[CH:14]=[CH:13][CH:12]=[CH:11][C:10]=2[CH2:15][C:16]([OH:18])=[O:17])=[CH:6][CH:7]=1 |f:2.3.4,5.6,7.8|. Procedure details: A stirred mixture of methyl 2-(4-hydroxyphenylsulfanyl)phenylacetate (5.0 g, 18.0 mmol), 2-chloromethylquinoline (3.2 g, 18.0 mmol), anhydrous potassium carbonate (6.5 g), potassium iodide (0.2 g), and butan-2-one (70 ml) was refluxed for 8 h. The hot mixture was filtered, the filtration cake was washed with boiling butan-2-one (2×15 ml) and the filtrate was again filtered with charcoal. The solution was evaporated under reduced pressure. The crystalline residue was mixed with methanol (15 ml) a...